Dataset: the Open Reaction Database (ORD), a public repository of structured organic reaction records. Task: describe an organic reaction: reactants, conditions, products, and yield As a reaction SMILES: [CH3:30][C:31]#[N:32].[Cl:12][C:13]([C:14]#[CH:15])([CH3:16])[CH3:17].[Cl:33][Cu:34][Cl:35].[N:18]12[CH2:19][CH2:20][CH2:21][N:22]=[C:23]1[CH2:24][CH2:25][CH2:26][CH2:27][CH2:28]2.[OH2:29].[OH:1][c:2]1[cH:3][c:4]([C:5](=[O:6])[O:7][CH3:8])[cH:9][cH:10][cH:11]1>>[O:1]([c:2]1[cH:3][c:4]([C:5](=[O:6])[O:7][CH3:8])[cH:9][cH:10][cH:11]1)[C:13]([C:14]#[CH:15])([CH3:16])[CH3:17]. Yields the product C#CC(C)(C)Oc1cccc(C(=O)OC)c1. Reactants: CC#N, C#CC(C)(C)Cl, Cl[Cu]Cl, C1CCC2=NCCCN2CC1, O, COC(=O)c1cccc(O)c1. Starting materials: COC(=O)c1cccnc1C=CC(Cc1ccccc1F)N(Cc1ccccc1)Cc1ccccc1, Cl, [Li+], C1COCCO1, [OH-], O. The product is O=C(O)c1cccnc1C=CC(Cc1ccccc1F)N(Cc1ccccc1)Cc1ccccc1. As a reaction SMILES: [CH3:1][O:2][C:3]([c:4]1[c:5]([CH:10]=[CH:11][CH:12]([CH2:13][c:14]2[c:15]([F:20])[cH:16][cH:17][cH:18][cH:19]2)[N:21]([CH2:22][c:23]2[cH:24][cH:25][cH:26][cH:27][cH:28]2)[CH2:29][c:30]2[cH:31][cH:32][cH:33][cH:34][cH:35]2)[n:6][cH:7][cH:8][cH:9]1)=[O:36].[ClH:39].[Li+:37].[O:40]1[CH2:41][CH2:42][O:43][CH2:44][CH2:45]1.[OH-:38].[OH2:46]>>[O:2]=[C:3]([c:4]1[c:5]([CH:10]=[CH:11][CH:12]([CH2:13][c:14]2[c:15]([F:20])[cH:16][cH:17][cH:18][cH:19]2)[N:21]([CH2:22][c:23]2[cH:24][cH:25][cH:26][cH:27][cH:28]2)[CH2:29][c:30]2[cH:31][cH:32][cH:33][cH:34][cH:35]2)[n:6][cH:7][cH:8][cH:9]1)[OH:36]. The reactants are CC(C)=CCCBr, CC#N, c1ccc(P(c2ccccc2)c2ccccc2)cc1. The product is [Br-], CC(C)=CCC[P+](c1ccccc1)(c1ccccc1)c1ccccc1. Reaction SMILES: [Br:1][CH2:2][CH2:3][CH:4]=[C:5]([CH3:6])[CH3:7].[CH3:27][C:28]#[N:29].[c:8]1([P:14]([c:15]2[cH:16][cH:17][cH:18][cH:19][cH:20]2)[c:21]2[cH:22][cH:23][cH:24][cH:25][cH:26]2)[cH:9][cH:10][cH:11][cH:12][cH:13]1>>[Br-:1].[CH2:2]([CH2:3][CH:4]=[C:5]([CH3:6])[CH3:7])[P+:14]([c:8]1[cH:9][cH:10][cH:11][cH:12][cH:13]1)([c:15]1[cH:16][cH:17][cH:18][cH:19][cH:20]1)[c:21]1[cH:22][cH:23][cH:24][cH:25][cH:26]1. Reactants: ClC1=C(C=C(C=C1)[N+](=O)[O-])Cl (1,2-dichloro-4-nitrobenzene), ClC1=CC=C(CO)C=C1 (4-chlorobenzyl alcohol), C([O-])([O-])=O.[K+].[K+] (potassium carbonate). Solvent: CN(C(C)=O)C (N,N-Dimethylacetamide). Reaction conditions: temperature 120 celsius. Product: ClC1=C(C=CC(=C1)[N+](=O)[O-])OCC1=CC=C(C=C1)Cl (2-chloro-1-(4-chlorobenzyloxy)-4-nitrobenzene). Isolated yield 46.9%. Reaction SMILES: Cl[C:2]1[CH:7]=[CH:6][C:5]([N+:8]([O-:10])=[O:9])=[CH:4][C:3]=1[Cl:11].[Cl:12][C:13]1[CH:20]=[CH:19][C:16]([CH2:17][OH:18])=[CH:15][CH:14]=1.C(=O)([O-])[O-].[K+].[K+]>CN(C)C(=O)C>[Cl:11][C:3]1[CH:4]=[C:5]([N+:8]([O-:10])=[O:9])[CH:6]=[CH:7][C:2]=1[O:18][CH2:17][C:16]1[CH:19]=[CH:20][C:13]([Cl:12])=[CH:14][CH:15]=1 |f:2.3.4|. Procedure details: N,N-Dimethylacetamide (42 mL), 16.2 g of 1,2-dichloro-4-nitrobenzene, 12 g of 4-chlorobenzyl alcohol, and 8.7 g of potassium carbonate were mixed together, and the mixture was stirred with heating at 100 to 140° C. for 30 hr. This reaction solution was concentrated under the reduced pressure. The residue was dissolved in 100 mL of ethyl acetate and 100 mL of toluene, and the solution was washed with water and brine. The organic layer was concentrated under the reduced pressure, and the residue w... Starting materials: CCOC(C)=O, CC(=O)COc1c(-c2ccccc2)c(=O)[nH]c2cc(Cl)ccc12, Cl, NO, c1ccncc1. The product is CC(COc1c(-c2ccccc2)c(=O)[nH]c2cc(Cl)ccc12)=NO. Reaction SMILES: [CH3:33][CH2:34][O:35][C:36](=[O:37])[CH3:38].[Cl:1][c:2]1[cH:3][cH:4][c:5]2[c:6]([O:19][CH2:20][C:21]([CH3:22])=[O:23])[c:7](-[c:13]3[cH:14][cH:15][cH:16][cH:17][cH:18]3)[c:8](=[O:12])[nH:9][c:10]2[cH:11]1.[ClH:24].[NH2:25][OH:26].[cH:27]1[cH:28][cH:29][n:30][cH:31][cH:32]1>>[Cl:1][c:2]1[cH:3][cH:4][c:5]2[c:6]([O:19][CH2:20][C:21]([CH3:22])=[N:25][OH:26])[c:7](-[c:13]3[cH:14][cH:15][cH:16][cH:17][cH:18]3)[c:8](=[O:12])[nH:9][c:10]2[cH:11]1. The reactants are CC1=CC=C(C=N1)OC1CN(C1)C(=O)C1CCN(CCC1)C(=O)OCC1=CC=CC=C1 (benzyl 4-({3-[(6-methylpyridin-3-yl)oxy]azetidin-1-yl}carbonyl)azepane-1-carboxylate), C1(CCC1)=O (cyclobutanone). The reagents and catalysts are [Pd] (Pd/C). Solvent: CCO (EtOH). Conditions: time 12 hour. Yields the product C1(CCC1)N1CCC(CCC1)C(=O)N1CC(C1)OC=1C=NC(=CC1)C (1-cyclobutyl-4-({3-[(6-methylpyridin-3-yl)oxy]azetidin-1-yl}carbonyl)azepane). Isolated yield 40.2%. RXN SMILES: [CH3:1][C:2]1[N:7]=[CH:6][C:5]([O:8][CH:9]2[CH2:12][N:11]([C:13]([CH:15]3[CH2:21][CH2:20][CH2:19][N:18]([C:22](OCC4C=CC=CC=4)=O)[CH2:17][CH2:16]3)=[O:14])[CH2:10]2)=[CH:4][CH:3]=1.[C:32]1(=O)[CH2:35]C[CH2:33]1>CCO.[Pd]>[CH:22]1([N:18]2[CH2:19][CH2:20][CH2:21][CH:15]([C:13]([N:11]3[CH2:10][CH:9]([O:8][C:5]4[CH:6]=[N:7][C:2]([CH3:1])=[CH:3][CH:4]=4)[CH2:12]3)=[O:14])[CH2:16][CH2:17]2)[CH2:35][CH2:32][CH2:33]1. Procedure details: A mixture of benzyl 4-({3-[(6-methylpyridin-3-yl)oxy]azetidin-1-yl}carbonyl)azepane-1-carboxylate (37 mg, 87 μmol), cyclobutanone (13 μl, 0.18 mmol) and 5% Pd/C (5 mg) in EtOH (4 ml) were stirred under a hydrogen atmosphere for 12 hours. The reaction was then filtered over celite and concentrated. The residue was dissolved in EtOAc (30 ml) and washed with water (3×15 ml), dried (MgSO4), filtered and concentrated. The residue was purified by silica FCC (using a gradient of eluents; 98:2:1 to 90:1... Starting materials: [I-].C[N+]1=C(C=CC=C1)C=1OC2=C(C1)C=CC=C2 (1-methyl-2-(2-benzofuranyl)-pyridinium-iodide), ice water, [BH4-].[Na+] (sodium borohydride). Run in CO (methanol), O (water), O (water). The product is CN1C(CCCC1)C=1OC2=C(C1)C=CC=C2 (1-methyl-2-(2-benzofuranyl)-piperidine). RXN SMILES: [BH4-].[Na+].[I-].[CH3:4][N+:5]1[CH:10]=[CH:9][CH:8]=[CH:7][C:6]=1[C:11]1[O:12][C:13]2[CH:19]=[CH:18][CH:17]=[CH:16][C:14]=2[CH:15]=1>O.CO>[CH3:4][N:5]1[CH2:10][CH2:9][CH2:8][CH2:7][CH:6]1[C:11]1[O:12][C:13]2[CH:19]=[CH:18][CH:17]=[CH:16][C:14]=2[CH:15]=1 |f:0.1,2.3|. Procedure: 6.15 g of sodium borohydride dissolved in 50 ml of water is added dropwise in the course of 30 minutes, with stirring and ice-water cooling, to a solution of 18.2 g of 1-methyl-2-(2-benzofuranyl)-pyridinium-iodide in 150 ml of methanol. Stirring is maintained for 1 hour at room temperature, and the light-yellow solution then poured into 1000 ml of water. The precipitating oil is extracted with chloroform; the chloroform extracts are dried over anhydrous sodium sulphate, and the solvent distilled...